Dataset: the Open Reaction Database (ORD), a public repository of structured organic reaction records. Task: describe an organic reaction: reactants, conditions, products, and yield Reactants: CC(C)(C)OC(=O)NC(CO)CC#N, Oc1noc2ccc(Cl)cc12, CCOC(=O)N=NC(=O)OCC, C1CCOC1, c1ccc(P(c2ccccc2)c2ccccc2)cc1. Yields the product CC(C)(C)OC(=O)NC(CC#N)COc1noc2ccc(Cl)cc12. Reaction SMILES: [C:1]([CH3:2])([CH3:3])([CH3:4])[O:5][C:6](=[O:7])[NH:8][CH:9]([CH2:10][C:11]#[N:12])[CH2:13][OH:14].[Cl:15][c:16]1[cH:17][cH:18][c:19]2[c:20]([c:21]([OH:24])[n:22][o:23]2)[cH:25]1.[O:45]=[C:46]([O:47][CH2:48][CH3:49])[N:50]=[N:51][C:52]([O:53][CH2:54][CH3:55])=[O:56].[O:57]1[CH2:58][CH2:59][CH2:60][CH2:61]1.[c:26]1([P:27]([c:28]2[cH:29][cH:30][cH:31][cH:32][cH:33]2)[c:34]2[cH:35][cH:36][cH:37][cH:38][cH:39]2)[cH:40][cH:41][cH:42][cH:43][cH:44]1>>[C:1]([CH3:2])([CH3:3])([CH3:4])[O:5][C:6](=[O:7])[NH:8][CH:9]([CH2:10][C:11]#[N:12])[CH2:13][O:14][c:21]1[c:20]2[c:19]([cH:18][cH:17][c:16]([Cl:15])[cH:25]2)[o:23][n:22]1. Reactants: N#CC1(NC(=O)C2CC(S(=O)(=O)c3ccc(Br)cc3C(F)(F)F)CC2OC2CCC2)CC1, N#CC1(NC(=O)C2CC(S(=O)(=O)c3ccc(Br)cc3C(F)(F)F)CC2OC2CCOCC2)CC1. Product: N#CC1(NC(=O)C2CC(S(=O)(=O)c3ccccc3C(F)(F)F)CC2OC2CCC2)CC1. Reaction SMILES: [C:1](#[N:2])[C:3]1([NH:6][C:7](=[O:8])[CH:9]2[CH:10]([O:28][CH:29]3[CH2:30][CH2:31][CH2:32]3)[CH2:11][CH:12]([S:14](=[O:15])(=[O:16])[c:17]3[c:18]([C:24]([F:25])([F:26])[F:27])[cH:19][c:20]([Br:23])[cH:21][cH:22]3)[CH2:13]2)[CH2:4][CH2:5]1.[C:33]([C:34]1([NH:35][C:36]([CH:37]2[CH2:38][CH:39]([S:40]([c:41]3[cH:42][cH:43][c:44]([Br:45])[cH:46][c:47]3[C:48]([F:49])([F:50])[F:51])(=[O:52])=[O:53])[CH2:54][CH:55]2[O:56][CH:57]2[CH2:58][CH2:59][O:60][CH2:61][CH2:62]2)=[O:63])[CH2:64][CH2:65]1)#[N:66]>>[C:1](#[N:2])[C:3]1([NH:6][C:7](=[O:8])[CH:9]2[CH:10]([O:28][CH:29]3[CH2:30][CH2:31][CH2:32]3)[CH2:11][CH:12]([S:14](=[O:15])(=[O:16])[c:17]3[c:18]([C:24]([F:25])([F:26])[F:27])[cH:19][cH:20][cH:21][cH:22]3)[CH2:13]2)[CH2:4][CH2:5]1.